This data is from the Open Reaction Database (ORD), a public repository of structured organic reaction records. The task is: describe an organic reaction: reactants, conditions, products, and yield Reactants: C(C)OP(OCC)(=O)CC#N (cyanomethylphosphonic acid diethyl ester), C[Si](C)(C)[N-][Si](C)(C)C.[Li+] (lithium bis(trimethylsilyl)amide), O1COC2=C1C=CC(=C2)C(=O)C2=CC(=CC=C2)OC (benzo[1,3]dioxol-5-yl-(3-methoxy-phenyl)-methanone), O (water). Run in C1CCOC1 (THF), C1CCOC1 (THF). Run at time 30 minute. Product: O1COC2=C1C=CC(=C2)C(=CC#N)C2=CC(=CC=C2)OC (3-benzo[1,3]dioxol-5-yl-3-(3-methoxy-phenyl)-acrylonitrile). The yield is 45.8%. As a reaction SMILES: C(OP([CH2:9][C:10]#[N:11])(=O)OCC)C.C[Si]([N-][Si](C)(C)C)(C)C.[Li+].[O:22]1[C:26]2[CH:27]=[CH:28][C:29]([C:31]([C:33]3[CH:38]=[CH:37][CH:36]=[C:35]([O:39][CH3:40])[CH:34]=3)=O)=[CH:30][C:25]=2[O:24][CH2:23]1.O>C1COCC1>[O:22]1[C:26]2[CH:27]=[CH:28][C:29]([C:31]([C:33]3[CH:38]=[CH:37][CH:36]=[C:35]([O:39][CH3:40])[CH:34]=3)=[CH:9][C:10]#[N:11])=[CH:30][C:25]=2[O:24][CH2:23]1 |f:1.2|. Procedure: To a solution of cyanomethylphosphonic acid diethyl ester (2.1 mL, 13.6 mmol) in anhydrous THF (15 mL) was added lithium bis(trimethylsilyl)amide (1.0 M solution in THF, 13.6 mL, 13.6 mmol) at 0° C. and stirred for 30 min at room temperature followed by addition of benzo[1,3]dioxol-5-yl-(3-methoxy-phenyl)-methanone (1.74 g crude, 6.8 mmol) in THF (15 mL) and refluxed for one hour. The reaction mixture was poured into water (50 mL), extracted with CH2Cl2 (2×50 mL). The combined organic phases wer...